This data is from the Open Reaction Database (ORD), a public repository of structured organic reaction records. The task is: describe an organic reaction: reactants, conditions, products, and yield The reactants are COC(C(Cl)=NNC1=CC=C(C=C1)F)=O ([(4-fluoro-phenyl)-hydrazono]-chloroacetic acid methyl ester), C(C1=CC=CC=C1)OC(C=CC(C)C)=O (4-methyl-pent-2-enoic acid benzyl ester), Ag2CO3. Run in O1CCOCC1 (dioxane). Run at temperature 25 celsius, time 48 hour. Product: COC(=O)C1=NN(C(C1C(C)C)C(=O)OCC1=CC=CC=C1)C1=CC=C(C=C1)F (1-(4-fluoro-phenyl)-4-isopropyl-4,5-dihydro-1H-pyrazole-3,5-dicarboxylic acid 5-benzyl ester 3-methyl ester). Reaction SMILES: [CH3:1][O:2][C:3](=[O:15])[C:4](=[N:6][NH:7][C:8]1[CH:13]=[CH:12][C:11]([F:14])=[CH:10][CH:9]=1)Cl.[CH2:16]([O:23][C:24](=[O:30])[CH:25]=[CH:26][CH:27]([CH3:29])[CH3:28])[C:17]1[CH:22]=[CH:21][CH:20]=[CH:19][CH:18]=1>O1CCOCC1>[CH3:1][O:2][C:3]([C:4]1[CH:26]([CH:27]([CH3:29])[CH3:28])[CH:25]([C:24]([O:23][CH2:16][C:17]2[CH:18]=[CH:19][CH:20]=[CH:21][CH:22]=2)=[O:30])[N:7]([C:8]2[CH:13]=[CH:12][C:11]([F:14])=[CH:10][CH:9]=2)[N:6]=1)=[O:15]. Reported procedure: To a solution of [(4-fluoro-phenyl)-hydrazono]-chloroacetic acid methyl ester (20.93 g, 90.8 mmol) and 4-methyl-pent-2-enoic acid benzyl ester (18.54 g, 90.8 mmol) in dioxane (400 mL) at 25° C. was added Ag2CO3 (63.0 g, 227 mmol; commercially available from Sigma Aldrich). The reaction was protected from light and stirred at 25° C. for 48 hr. Subsequently, the reaction mixture was filtered through a pad of celite and the filtrate was concentrated. The crude product mixture was subjected to silic... The reactants are NC1=CC=C2C=CC=C(C2=C1)N1CCN(CC1)C (7-Amino-1-(4-methyl-1-piperazinyl)-naphthalene), ClC1=NC=CC=C1[N+](=O)[O-] (2-Chloro-3-nitropyridine), ClC1=NC=CC=C1[N+](=O)[O-] (2-chloro-3-nitropyridine). Reagents/catalysts: CN(C1=CC=NC=C1)C (4-dimethylaminopyridine), CN(C1=CC=NC=C1)C (4-dimethylaminopyridine). Run in CN(C)C=O (DMF), CN(C)C=O (DMF). Reaction conditions: time 8 hour. Product: [N+](=O)([O-])C=1C(=NC=CC1)NC1=CC=C2C=CC=C(C2=C1)N1CCN(CC1)C (7-(3-Nitro-2-pyridinylamino)-1-(4-methyl-piperazinyl)-naphthalene). Reaction SMILES: [NH2:1][C:2]1[CH:11]=[C:10]2[C:5]([CH:6]=[CH:7][CH:8]=[C:9]2[N:12]2[CH2:17][CH2:16][N:15]([CH3:18])[CH2:14][CH2:13]2)=[CH:4][CH:3]=1.Cl[C:20]1[C:25]([N+:26]([O-:28])=[O:27])=[CH:24][CH:23]=[CH:22][N:21]=1>CN(C)C1C=CN=CC=1.CN(C=O)C>[N+:26]([C:25]1[C:20]([NH:1][C:2]2[CH:11]=[C:10]3[C:5]([CH:6]=[CH:7][CH:8]=[C:9]3[N:12]3[CH2:17][CH2:16][N:15]([CH3:18])[CH2:14][CH2:13]3)=[CH:4][CH:3]=2)=[N:21][CH:22]=[CH:23][CH:24]=1)([O-:28])=[O:27]. Procedure: 7-Amino-1-(4-methyl-1-piperazinyl)-naphthalene (0.247 g, 1.02 mmol), 2-chloro-3-nitropyridine (0.325 g, 2.05 mmol), and 4-dimethylaminopyridine (0.062 g, 0.51 mmol) were combined in dry DMF (0.15 mL). The solution was refluxed 4 hours then 0.5 mL more DMF was added and the mixture was allowed to stir at ambient temperature overnight. 2-Chloro-3-nitropyridine (0.105 g, 0.69 mmol), and 4-dimethylaminopyridine (0.062 g, 0.51 mmol) were added and the mixture was refluxed 2 hours more. The solvent wa... Starting materials: COC(=O)c1cc(Br)cc(Nc2nccs2)n1, O=C([O-])O, CCN(C(C)C)C(C)C, COCCl, [H-], [Na+], [Na+]. Product: COCN(c1cc(Br)cc(C(=O)OC)n1)c1nccs1. As a reaction SMILES: [Br:1][c:2]1[cH:3][c:4]([C:14](=[O:15])[O:16][CH3:17])[n:5][c:6]([NH:8][c:9]2[s:10][cH:11][cH:12][n:13]2)[cH:7]1.[C:24](=[O:25])([OH:26])[O-:27].[CH:29]([N:30]([CH2:31][CH3:32])[CH:33]([CH3:34])[CH3:35])([CH3:36])[CH3:37].[Cl:20][CH2:21][O:22][CH3:23].[H-:18].[Na+:19].[Na+:28]>>[Br:1][c:2]1[cH:3][c:4]([C:14](=[O:15])[O:16][CH3:17])[n:5][c:6]([N:8]([c:9]2[s:10][cH:11][cH:12][n:13]2)[CH2:21][O:22][CH3:23])[cH:7]1. Reactants: CO, CCOC(C)=O, Cc1cc(OC(=O)C(C)(C)C)cc(Br)c1NC(=O)c1cccc([N+](=O)[O-])c1, [Na+], [OH-]. Yields the product Cc1cc(O)cc(Br)c1NC(=O)c1cccc([N+](=O)[O-])c1. Reaction SMILES: [CH3:30][OH:31].[CH3:32][CH2:33][O:34][C:35](=[O:36])[CH3:37].[N+:1](=[O:2])([O-:3])[c:4]1[cH:5][c:6]([C:7](=[O:8])[NH:9][c:10]2[c:11]([Br:24])[cH:12][c:13]([O:17][C:18](=[O:19])[C:20]([CH3:21])([CH3:22])[CH3:23])[cH:14][c:15]2[CH3:16])[cH:25][cH:26][cH:27]1.[Na+:29].[OH-:28]>>[N+:1](=[O:2])([O-:3])[c:4]1[cH:5][c:6]([C:7](=[O:8])[NH:9][c:10]2[c:11]([Br:24])[cH:12][c:13]([OH:17])[cH:14][c:15]2[CH3:16])[cH:25][cH:26][cH:27]1. Reactants: ClC1(C(NC2=CC=C(C=C12)Cl)=O)C1=C(C=CC=C1)OC (3,5-dichloro-3-(2-methoxyphenyl)-1,3-dihydro-2H-indol-2-one), FC(C(=O)O)(F)F.F[C@H]1C[C@@H](NC1)C(=O)N(C)C ((4S)-4-fluoro-N,N-dimethyl-D-prolinamide trifluoroacetate). Product: ClC=1C=C2C(C(NC2=CC1)=O)(C1=C(C=CC=C1)OC)N1[C@@H](C(=O)N(C)C)C[C@@H](C1)F ((4S)-1-[5-chloro-3-(2-methoxyphenyl)-2-oxo-2,3-dihydro-1H-indol-3-yl]-4-fluoro-N,N-dimethyl-D-prolinamide). Reaction SMILES: Cl[C:2]1([C:13]2[CH:18]=[CH:17][CH:16]=[CH:15][C:14]=2[O:19][CH3:20])[C:10]2[C:5](=[CH:6][CH:7]=[C:8]([Cl:11])[CH:9]=2)[NH:4][C:3]1=[O:12].FC(F)(F)C(O)=O.[F:28][C@@H:29]1[CH2:33][NH:32][C@@H:31]([C:34]([N:36]([CH3:38])[CH3:37])=[O:35])[CH2:30]1>>[Cl:11][C:8]1[CH:9]=[C:10]2[C:5](=[CH:6][CH:7]=1)[NH:4][C:3](=[O:12])[C:2]2([N:32]1[CH2:33][C@@H:29]([F:28])[CH2:30][C@@H:31]1[C:34]([N:36]([CH3:38])[CH3:37])=[O:35])[C:13]1[CH:18]=[CH:17][CH:16]=[CH:15][C:14]=1[O:19][CH3:20] |f:1.2|. Procedure details: With 2.36 g of 3,5-dichloro-3-(2-methoxyphenyl)-1,3-dihydro-2H-indol-2-one and 3.30 g of the compound obtained in Step 13-3 as starting materials, respectively 874 mg (Isomer A: colorless solid) and 1.80 g (Isomer B: colorless solid) of two species of diastereoisomers of the title compound were obtained by a similar method to Step 4-2. The reactants are ClC(Cl)Cl, [Cl-], [Cl-], [Cl-], O=C(Cl)Oc1ccccc1, O, [Zn+2]. Yields the product Cc1ccc(OC(=O)Cl)cc1. As a reaction SMILES: [CH:11]([Cl:12])([Cl:13])[Cl:14].[Cl-:15].[Cl-:16].[Cl-:18].[Cl:1][C:2](=[O:3])[O:4][c:5]1[cH:6][cH:7][cH:8][cH:9][cH:10]1.[OH2:19].[Zn+2:17]>>[Cl:1][C:2](=[O:3])[O:4][c:5]1[cH:6][cH:7][c:8]([CH3:11])[cH:9][cH:10]1.